From a dataset of the Open Reaction Database (ORD), a public repository of structured organic reaction records. describe an organic reaction: reactants, conditions, products, and yield Reactants: CS(=O)(=O)Cl, Cc1c(C(=O)Nc2ccc(SCCCO)c(C#N)c2)cnn1-c1ccc(Cl)cc1, Cl, c1ccncc1. The product is Cc1c(C(=O)Nc2ccc(SCCCOS(C)(=O)=O)c(C#N)c2)cnn1-c1ccc(Cl)cc1. Reaction SMILES: [CH3:30][S:31]([Cl:32])(=[O:33])=[O:34].[Cl:1][c:2]1[cH:3][cH:4][c:5](-[n:8]2[n:9][cH:10][c:11]([C:14](=[O:15])[NH:16][c:17]3[cH:18][c:19]([C:28]#[N:29])[c:20]([S:23][CH2:24][CH2:25][CH2:26][OH:27])[cH:21][cH:22]3)[c:12]2[CH3:13])[cH:6][cH:7]1.[ClH:35].[cH:36]1[cH:37][cH:38][n:39][cH:40][cH:41]1>>[Cl:1][c:2]1[cH:3][cH:4][c:5](-[n:8]2[n:9][cH:10][c:11]([C:14](=[O:15])[NH:16][c:17]3[cH:18][c:19]([C:28]#[N:29])[c:20]([S:23][CH2:24][CH2:25][CH2:26][O:27][S:31]([CH3:30])(=[O:33])=[O:34])[cH:21][cH:22]3)[c:12]2[CH3:13])[cH:6][cH:7]1. Reactants: B(F)(F)F.CCOCC (boron trifluoride diethyl etherate), C([O-])([O-])=O.[K+].[K+] (potassium carbonate), C(C)(C)(C)OC(=O)N1CCC(CC1)=O (4-oxo-piperidine-1-carboxylic acid tert-butyl ester), [N+](=[N-])=CC(=O)OCC (ethyl diazoacetate). The solvent is CCOCC (ether), CCOCC (ether), CCOCC (ether). The product is C(C)OC(=O)C1CCN(CCC1=O)C(=O)OC(C)(C)C (5-Oxo-azepane-1,4-dicarboxylic acid 1-tert-butyl ester 4-ethyl ester). Reaction SMILES: [C:1]([O:5][C:6]([N:8]1[CH2:13][CH2:12][C:11](=[O:14])[CH2:10][CH2:9]1)=[O:7])([CH3:4])([CH3:3])[CH3:2].B(F)(F)F.CCOCC.[N+](=[CH:26][C:27]([O:29][CH2:30][CH3:31])=[O:28])=[N-].C(=O)([O-])[O-].[K+].[K+]>CCOCC>[CH2:30]([O:29][C:27]([CH:26]1[C:11](=[O:14])[CH2:10][CH2:9][N:8]([C:6]([O:5][C:1]([CH3:2])([CH3:4])[CH3:3])=[O:7])[CH2:13][CH2:12]1)=[O:28])[CH3:31] |f:1.2,4.5.6|. Procedure: To 10.0 g (50.18 mmol) 4-oxo-piperidine-1-carboxylic acid tert-butyl ester in 60 mL anhydrous ether maintained between −25° C. and −30° C. were added, over 20 minutes, solutions of 8.2 mL (65.23 mmol) boron trifluoride diethyl etherate in 17 mL anhydrous ether, followed by 6.85 mL (65.23 mmol) ethyl diazoacetate in 17 mL anhydrous ether, and the reaction was maintained between −25° C. and −30° C. for 1 hour. The mixture was allowed to warm to room temperature, 30 mL 30% potassium carbonate solut... Reactants: C1(CC(CC1)=O)=O (cyclopentane-1,3-dione), C1(=CC=CC=C1)C (toluene), C(C)(=O)[O-].C(C)(=O)[O-].C(C)(=O)[O-].BrC=1C=CC(=C(C1)[Pb+3])C1CC1 (5-bromo-2-cyclopropylphenyl lead triacetate). Run in C(Cl)(Cl)Cl (chloroform), ClCCl (dichloromethane), Cl (hydrochloric acid). Reagents/catalysts: CN(C1=CC=NC=C1)C (4-dimethylaminopyridine). As a reaction SMILES: [C:1]1(=[O:7])[CH2:5][CH2:4][C:3](=[O:6])[CH2:2]1.C1(C)C=CC=CC=1.C([O-])(=O)C.C([O-])(=O)C.C([O-])(=O)C.[Br:27][C:28]1[CH:29]=[CH:30][C:31]([CH:35]2[CH2:37][CH2:36]2)=[C:32]([Pb+3])[CH:33]=1>CN(C)C1C=CN=CC=1.C(Cl)(Cl)Cl.ClCCl.Cl>[Br:27][C:28]1[CH:33]=[CH:32][C:31]([CH:35]2[CH2:37][CH2:36]2)=[C:30]([CH:2]2[C:3](=[O:6])[CH2:4][CH2:5][C:1]2=[O:7])[CH:29]=1 |f:2.3.4.5|. Reaction conditions: temperature 80 celsius. Product: BrC=1C=CC(=C(C1)C1C(CCC1=O)=O)C1CC1 (2-(5-bromo-2-cyclopropylphenyl)cyclopentane-1,3-dione). Reported procedure: To a solution of cyclopentane-1,3-dione (0.57 g, 0.0058 mol) and 4-dimethylaminopyridine (3.64 g, 0.030 mol) in chloroform (33 ml) is added toluene (9 ml) then 5-bromo-2-cyclopropylphenyl lead triacetate (3.77 g, 0.0065 mol). This solution is heated at 80° C. for 20 hours then cooled to room temperature and diluted with dichloromethane and 2M aqueous hydrochloric acid. The resulting biphasic suspension is filtered through diatomaceous earth and the two phases are separated. The organic layer is ... Procedure details: After adding 30.8 ml of a 20% aqueous solution of ammonium sulfide to a solution of 8.92 g of (4-methoxy-3-triisopropylsilanyloxyphenyl)-[4-(5-methyl-[1,2,4]oxadiazol-3-yl)phenylamino]acetonitrile in 300 ml of a methanol:THF=2:1 mixed solvent, the mixture was stirred at room temperature for 15 hours. Water was added to the reaction mixture and extraction was performed with ethyl acetate. After washing the organic layer with saturated brine, it was dried over anhydrous sodium sulfate. The desicca... The reactants are C1CCOC1 (THF), aqueous solution, ammonium sulfide, COC1=C(C=C(C=C1)C(C#N)NC1=CC=C(C=C1)C1=NOC(=N1)C)O[Si](C(C)C)(C(C)C)C(C)C ((4-methoxy-3-triisopropylsilanyloxyphenyl)-[4-(5-methyl-[1,2,4]oxadiazol-3-yl)phenylamino]acetonitrile), O (Water). Product: COC1=C(C=C(C=C1)C(C(=S)N)NC1=CC=C(C=C1)C1=NOC(=N1)C)O[Si](C(C)C)(C(C)C)C(C)C (2-(4-methoxy-3-triisopropylsilanyloxyphenyl)-2-[4-(5-methyl-[1,2,4]oxadiazol-3-yl)phenylamino]thioacetamide). The solvent is CO (methanol), C(C)(=O)OCC (ethyl acetate). Reaction SMILES: [NH4+]=[S:2].[CH3:3][O:4][C:5]1[CH:10]=[CH:9][C:8]([CH:11]([NH:14][C:15]2[CH:20]=[CH:19][C:18]([C:21]3[N:25]=[C:24]([CH3:26])[O:23][N:22]=3)=[CH:17][CH:16]=2)[C:12]#[N:13])=[CH:7][C:6]=1[O:27][Si:28]([CH:35]([CH3:37])[CH3:36])([CH:32]([CH3:34])[CH3:33])[CH:29]([CH3:31])[CH3:30].C1COCC1.O>CO.C(OCC)(=O)C>[CH3:3][O:4][C:5]1[CH:10]=[CH:9][C:8]([CH:11]([NH:14][C:15]2[CH:16]=[CH:17][C:18]([C:21]3[N:25]=[C:24]([CH3:26])[O:23][N:22]=3)=[CH:19][CH:20]=2)[C:12]([NH2:13])=[S:2])=[CH:7][C:6]=1[O:27][Si:28]([CH:29]([CH3:30])[CH3:31])([CH:35]([CH3:37])[CH3:36])[CH:32]([CH3:34])[CH3:33]. The reactants are BrC=1C(=C(C=CC1)C(CCCl)=O)F (1-(3-Bromo-2-fluorophenyl)-3-chloropropan-1-one), [Al+3].[Cl-].[Cl-].[Cl-] (AlCl3), [Na+].[Cl-] (NaCl). Run in CC(OCC)=O (EA). Reaction conditions: temperature 180 celsius, time 2 hour. Yields the product BrC1=CC=C2CCC(C2=C1F)=O (6-Bromo-7-fluoro-2,3-dihydroinden-1-one). Reaction SMILES: [Br:1][C:2]1[C:3]([F:13])=[C:4]([C:8](=[O:12])[CH2:9][CH2:10]Cl)[CH:5]=[CH:6][CH:7]=1.[Al+3].[Cl-].[Cl-].[Cl-].[Na+].[Cl-]>CC(=O)OCC>[Br:1][C:2]1[C:3]([F:13])=[C:4]2[C:5]([CH2:10][CH2:9][C:8]2=[O:12])=[CH:6][CH:7]=1 |f:1.2.3.4,5.6|. Procedure details: 1-(3-Bromo-2-fluorophenyl)-3-chloropropan-1-one (3.3 g) was added to a slurry of AlCl3 (16.6 g) and NaCl (4.3 g) at 130° C. The resulting mixture was stirred at 180° C. for 2 hours. The reaction was cooled to r.t. and the residue was dissolved in EA (200 mL). The solution was washed with water (300 mL) and brine (50 mL) and finally dried over Na2SO4. After filtration, the solvent was removed under reduced pressure. The residue was purified by column chromatography on silica gel (eluent: EA/PE 1:...